Dataset: the Open Reaction Database (ORD), a public repository of structured organic reaction records. Task: describe an organic reaction: reactants, conditions, products, and yield Reactants: C(C)(C)N1CCN(CC1)C(=O)C=1C=C2C=C(NC2=CC1)C(=O)N1CCOCC1 ([5-(4-isopropyl-piperazine-1-carbonyl)-1H-indol-2-yl]-morpholin-4-yl-methanone), IC1=CC=C(C=C1)C(F)(F)F (4-iodobenzotrifluoride). Yields the product C(C)(C)N1CCN(CC1)C(=O)C=1C=C2C=C(N(C2=CC1)C1=CC=C(C=C1)C(F)(F)F)C(=O)N1CCOCC1 ([5-(4-Isopropyl-piperazine-1-carbonyl)-1-(4-trifluoromethyl-phenyl)-1H-indol-2-yl]-morpholin-4-yl-methanone). RXN SMILES: [CH:1]([N:4]1[CH2:9][CH2:8][N:7]([C:10]([C:12]2[CH:13]=[C:14]3[C:18](=[CH:19][CH:20]=2)[NH:17][C:16]([C:21]([N:23]2[CH2:28][CH2:27][O:26][CH2:25][CH2:24]2)=[O:22])=[CH:15]3)=[O:11])[CH2:6][CH2:5]1)([CH3:3])[CH3:2].I[C:30]1[CH:35]=[CH:34][C:33]([C:36]([F:39])([F:38])[F:37])=[CH:32][CH:31]=1>>[CH:1]([N:4]1[CH2:9][CH2:8][N:7]([C:10]([C:12]2[CH:13]=[C:14]3[C:18](=[CH:19][CH:20]=2)[N:17]([C:30]2[CH:35]=[CH:34][C:33]([C:36]([F:39])([F:38])[F:37])=[CH:32][CH:31]=2)[C:16]([C:21]([N:23]2[CH2:24][CH2:25][O:26][CH2:27][CH2:28]2)=[O:22])=[CH:15]3)=[O:11])[CH2:6][CH2:5]1)([CH3:3])[CH3:2]. Procedure: The title compound was synthesized in analogy to example 116, from [5-(4-isopropyl-piperazine-1-carbonyl)-1H-indol-2-yl]-morpholin-4-yl-methanone and 4-iodobenzotrifluoride. Product: ONC(C1=CC=C(C=C1)C(=O)C1=C2N(C3=CC=CC=C13)CN(CC2)C)=O (N-hydroxy-4-(2-methyl-1,2,3,4-tetrahydropyrimido[1,6-a]indole-5-carbonyl)benzamide). Run in [Cl-].[Na+].O (brine), CN(C)C=O (DMF), CCN(CC)CC (Et3N). Isolated yield 16.0%. Conditions: temperature 40 celsius, time 1 hour. RXN SMILES: [CH3:1][N:2]1[CH2:25][CH2:24][C:5]2=[C:6]([C:13]([C:15]3[CH:23]=[CH:22][C:18]([C:19]([OH:21])=O)=[CH:17][CH:16]=3)=[O:14])[C:7]3[C:12]([N:4]2[CH2:3]1)=[CH:11][CH:10]=[CH:9][CH:8]=3.C(N1C=CN=C1)(N1C=CN=C1)=O.[NH2:38][OH:39].Cl.P([O-])([O-])([O-])=O.[K+].[K+].[K+]>CN(C=O)C.[Cl-].[Na+].O.CCN(CC)CC>[OH:39][NH:38][C:19](=[O:21])[C:18]1[CH:17]=[CH:16][C:15]([C:13]([C:6]2[C:7]3[C:12](=[CH:11][CH:10]=[CH:9][CH:8]=3)[N:4]3[CH2:3][N:2]([CH3:1])[CH2:25][CH2:24][C:5]=23)=[O:14])=[CH:23][CH:22]=1 |f:2.3,4.5.6.7,9.10.11|. Procedure details: To a solution of 4-(2-methyl-1,2,3,4-tetrahydropyrimido[1,6-a]indole-5-carbonyl)benzoic acid (60 mg) in 4 mL of DMF was added 100 mg of carbonyldiimidazole (CDI). The reaction mixture was stirred at 40° C. for 1 h and then treated with 280 mg of NH2OH.HCl, followed by 0.6 mL of Et3N. After stirring for 20 min at r.t., 5 mL of pH7 potassium phosphate buffer and 10 mL of brine were added and reaction mixture was extracted with 3×20 mL of EtOAc. The combined extracts were dried over Na2SO4, filtere... The reactants are P(=O)([O-])([O-])[O-].[K+].[K+].[K+] (potassium phosphate), CN1CN2C(=C(C3=CC=CC=C23)C(=O)C2=CC=C(C(=O)O)C=C2)CC1 (4-(2-methyl-1,2,3,4-tetrahydropyrimido[1,6-a]indole-5-carbonyl)benzoic acid), C(=O)(N1C=NC=C1)N1C=NC=C1 (carbonyldiimidazole), NO.Cl (NH2OH.HCl). Reactants: CC(=O)OCCCl, CC(N)=O, [NH2-], N, [Na]. The product is CC(=O)NCCOC(C)=O. As a reaction SMILES: [C:6]([CH3:7])(=[O:8])[O:9][CH2:10][CH2:11][Cl:12].[CH3:2][C:3]([NH2:4])=[O:5].[NH2-:14].[NH3:1].[Na:13]>>[CH3:2][C:3]([NH:4][CH2:11][CH2:10][O:9][C:6]([CH3:7])=[O:8])=[O:5]. Procedure details: Reaction of 4-(pyridin-3-yl)cyclohexanone (prepared by the reaction of 2-bromopyridine with 8-(4,4,5,5-Tetramethyl-[1,3,2]dioxaborolan-2-yl)-1,4-dioxa-spiro[4.5]dec-7-ene using the sequence described in Example 1 Step A-C) with N-(azetidin-3-yl)-2-((6-(trifluoromethyl)quinazolin-4-yl)amino)acetamide (as prepared in Example 1 Step G) in the presence of TEA and NaBH(OAc)3 as described in Example 1, Step H afforded the product. Reaction SMILES: N1[CH:6]=[CH:5][CH:4]=[C:3]([CH:7]2[CH2:12][CH2:11][C:10](=O)[CH2:9][CH2:8]2)C=1.Br[C:15]1C=CC=C[N:16]=1.CC1(C)C(C)(C)OB(C2CCC3(OCCO3)CC=2)O1.[NH:40]1[CH2:43][CH:42]([NH:44][C:45](=[O:62])[CH2:46][NH:47][C:48]2[C:57]3[C:52](=[CH:53][CH:54]=[C:55]([C:58]([F:61])([F:60])[F:59])[CH:56]=3)[N:51]=[CH:50][N:49]=2)[CH2:41]1.[BH-](OC(C)=O)(OC(C)=O)OC(C)=O.[Na+]>>[N:16]1[CH:15]=[CH:6][CH:5]=[CH:4][C:3]=1[CH:7]1[CH2:8][CH2:9][CH:10]([N:40]2[CH2:41][CH:42]([NH:44][C:45](=[O:62])[CH2:46][NH:47][C:48]3[C:57]4[C:52](=[CH:53][CH:54]=[C:55]([C:58]([F:60])([F:59])[F:61])[CH:56]=4)[N:51]=[CH:50][N:49]=3)[CH2:43]2)[CH2:11][CH2:12]1 |f:4.5|. Product: N1=C(C=CC=C1)C1CCC(CC1)N1CC(C1)NC(CNC1=NC=NC2=CC=C(C=C12)C(F)(F)F)=O (N-(1-(4-(pyridin-2-yl)cyclohexyl)azetidin-3-yl)-2-((6-(trifluoromethyl)quinazolin-4-yl)amino)acetamide). The reactants are N1=CC(=CC=C1)C1CCC(CC1)=O (4-(pyridin-3-yl)cyclohexanone), N1CC(C1)NC(CNC1=NC=NC2=CC=C(C=C12)C(F)(F)F)=O (N-(azetidin-3-yl)-2-((6-(trifluoromethyl)quinazolin-4-yl)amino)acetamide), BrC1=NC=CC=C1 (2-bromopyridine), CC1(OB(OC1(C)C)C1=CCC2(OCCO2)CC1)C (8-(4,4,5,5-Tetramethyl-[1,3,2]dioxaborolan-2-yl)-1,4-dioxa-spiro[4.5]dec-7-ene), [BH-](OC(=O)C)(OC(=O)C)OC(=O)C.[Na+] (NaBH(OAc)3).